This data is from the Open Reaction Database (ORD), a public repository of structured organic reaction records. The task is: describe an organic reaction: reactants, conditions, products, and yield The reactants are CS(=O)(=O)C1=NC=CC(=N1)C1=CN=C2N1C=CN=C2NCCN2CCOCC2 ([3-(2-methanesulfonyl-pyrimidin-4-yl)-imidazo[1,2-a]pyrazin-8-yl]-(2-morpholin-4-yl-ethyl)-amine), ClC=1C=C(CN)C=CC1 (3-chlorobenzylamine). Run at temperature 140 celsius, time 2 hour. Yields the product ClC=1C=C(CNC2=NC=CC(=N2)C2=CN=C3N2C=CN=C3NCCN3CCOCC3)C=CC1 ({3-[2-(3-chloro-benzylamino)-pyrimidin-4-yl]-imidazo[1,2-a]pyrazin-8-yl}-(2-morpholin-4-yl-ethyl)-amine). RXN SMILES: CS([C:5]1[N:10]=[C:9]([C:11]2[N:15]3[CH:16]=[CH:17][N:18]=[C:19]([NH:20][CH2:21][CH2:22][N:23]4[CH2:28][CH2:27][O:26][CH2:25][CH2:24]4)[C:14]3=[N:13][CH:12]=2)[CH:8]=[CH:7][N:6]=1)(=O)=O.[Cl:29][C:30]1[CH:31]=[C:32]([CH:35]=[CH:36][CH:37]=1)[CH2:33][NH2:34]>>[Cl:29][C:30]1[CH:31]=[C:32]([CH:35]=[CH:36][CH:37]=1)[CH2:33][NH:34][C:5]1[N:10]=[C:9]([C:11]2[N:15]3[CH:16]=[CH:17][N:18]=[C:19]([NH:20][CH2:21][CH2:22][N:23]4[CH2:28][CH2:27][O:26][CH2:25][CH2:24]4)[C:14]3=[N:13][CH:12]=2)[CH:8]=[CH:7][N:6]=1. Procedure: The mixture of [3-(2-methanesulfonyl-pyrimidin-4-yl)-imidazo[1,2-a]pyrazin-8-yl]-(2-morpholin-4-yl-ethyl)-amine (from Example 50 supra) (200 mg, 0.50 mmol) and 3-chlorobenzylamine (281 mg, 1.99 mmol) was heated at 140° C. with stirring for 2 hours. The oil was purified by chromatography (silica gel, 10 g, 200-300 mesh, eluting with dichloromethane:methanol, 50:1˜20:1) to afford the crude product (125 mg). Then the crude product was purified by prep-HPLC. Several drops of concentrated HCl were ad... The reactants are BrC=1C=C(C(N(C1)C)=O)NC=1N=CN(C1)C (5-Bromo-1-methyl-3-(1-methyl-1H-imidazol-4-ylamino)pyridin-2(1H)-one), C(C)(=O)OCC=1C(=NC=CC1B1OC(C(O1)(C)C)(C)C)N1C(C2=C(C=C(C=C2C=N1)C(C)(C)C)F)=O ((2-(6-tert-butyl-8-fluoro-1-oxophthalazin-2(1H)-yl)-4-(4,4,5,5-tetramethyl-1,3,2-dioxaborolan-2-yl)pyridin-3-yl)methyl acetate), [O-]P(=O)([O-])[O-].[K+].[K+].[K+] (K3PO4), C(C)(=O)[O-].[Na+] (sodium acetate). Reagents/catalysts: C1=CC=C(C=C1)P([C-]2C=CC=C2)C3=CC=CC=C3.C1=CC=C(C=C1)P([C-]2C=CC=C2)C3=CC=CC=C3.Cl[Pd]Cl.[Fe+2] (PdCl2(dppf)). Run in O (water), C(C)#N (acetonitrile). Run at temperature 90 celsius. The product is C(C)(=O)OCC=1C(=NC=CC1C1=CN(C(C(=C1)NC=1N=CN(C1)C)=O)C)N1C(C2=C(C=C(C=C2C=N1)C(C)(C)C)F)=O ((2-(6-tert-Butyl-8-fluoro-1-oxophthalazin-2(1H)-yl)-4-(1-methyl-5-(1-methyl-1H-imidazol-4-ylamino)-6-oxo-1,6-dihydropyridin-3-yl)pyridin-3-yl)methyl Acetate). Yield: 39.6%. RXN SMILES: Br[C:2]1[CH:3]=[C:4]([NH:10][C:11]2[N:12]=[CH:13][N:14]([CH3:16])[CH:15]=2)[C:5](=[O:9])[N:6]([CH3:8])[CH:7]=1.[C:17]([O:20][CH2:21][C:22]1[C:23]([N:37]2[N:46]=[CH:45][C:44]3[C:39](=[C:40]([F:51])[CH:41]=[C:42]([C:47]([CH3:50])([CH3:49])[CH3:48])[CH:43]=3)[C:38]2=[O:52])=[N:24][CH:25]=[CH:26][C:27]=1B1OC(C)(C)C(C)(C)O1)(=[O:19])[CH3:18].[O-]P([O-])([O-])=O.[K+].[K+].[K+].C([O-])(=O)C.[Na+]>C1C=CC(P(C2C=CC=CC=2)[C-]2C=CC=C2)=CC=1.C1C=CC(P(C2C=CC=CC=2)[C-]2C=CC=C2)=CC=1.Cl[Pd]Cl.[Fe+2].O.C(#N)C>[C:17]([O:20][CH2:21][C:22]1[C:23]([N:37]2[N:46]=[CH:45][C:44]3[C:39](=[C:40]([F:51])[CH:41]=[C:42]([C:47]([CH3:49])([CH3:48])[CH3:50])[CH:43]=3)[C:38]2=[O:52])=[N:24][CH:25]=[CH:26][C:27]=1[C:2]1[CH:3]=[C:4]([NH:10][C:11]2[N:12]=[CH:13][N:14]([CH3:16])[CH:15]=2)[C:5](=[O:9])[N:6]([CH3:8])[CH:7]=1)(=[O:19])[CH3:18] |f:2.3.4.5,6.7,8.9.10.11|. Reported procedure: A 50-mL round-bottomed flask equipped with a magnetic stirrer was charged with 130a (150 mg, 0.53 mmol), 3-(acetoxymethyl)-2-(6-tert-butyl-8-fluoro-1-oxophthalazin-2(1H)-yl)pyridin-4-ylboronic acid 116c (438 mg, 1.06 mmol), PdCl2(dppf) (43 mg, 0.053 mmol), K3PO4 (225 mg, 1.06 mmol), sodium acetate (87 mg, 1.06 mmol), acetonitrile (10 mL), and water (0.2 mL). After bubbling nitrogen into the mixture for 10 minutes, a reflux condenser was attached to the flask and the reaction mixture was heated a... The reactants are COC(OC)c1ccc(C(CCO)c2cccnc2)cc1, CO, Cl. The product is O=Cc1ccc(C(CCO)c2cccnc2)cc1. RXN SMILES: [CH3:1][O:2][CH:3]([c:4]1[cH:5][cH:6][c:7]([CH:10]([CH2:11][CH2:12][OH:13])[c:14]2[cH:15][n:16][cH:17][cH:18][cH:19]2)[cH:8][cH:9]1)[O:20][CH3:21].[CH3:23][OH:24].[ClH:22]>>[O:2]=[CH:3][c:4]1[cH:5][cH:6][c:7]([CH:10]([CH2:11][CH2:12][OH:13])[c:14]2[cH:15][n:16][cH:17][cH:18][cH:19]2)[cH:8][cH:9]1. The reactants are OCCC1COC(c2ccc(Cl)cc2)O1, Oc1c(Cl)cc(OCC=C(Cl)Cl)cc1Cl, CC(C)OC(=O)N=NC(=O)OC(C)C, C1CCOC1, c1ccc(P(c2ccccc2)c2ccccc2)cc1. Product: ClC(Cl)=CCOc1cc(Cl)c(OCCC2COC(c3ccc(Cl)cc3)O2)c(Cl)c1. Reaction SMILES: [Cl:1][c:2]1[cH:3][cH:4][c:5]([CH:8]2[O:9][CH2:10][CH:11]([CH2:13][CH2:14][OH:15])[O:12]2)[cH:6][cH:7]1.[Cl:49][C:50](=[CH:51][CH2:52][O:53][c:54]1[cH:55][c:56]([Cl:62])[c:57]([OH:61])[c:58]([Cl:60])[cH:59]1)[Cl:63].[O:35]=[C:36]([O:37][CH:38]([CH3:39])[CH3:40])[N:41]=[N:42][C:43]([O:44][CH:45]([CH3:46])[CH3:47])=[O:48].[O:64]1[CH2:65][CH2:66][CH2:67][CH2:68]1.[c:16]1([P:17]([c:18]2[cH:19][cH:20][cH:21][cH:22][cH:23]2)[c:24]2[cH:25][cH:26][cH:27][cH:28][cH:29]2)[cH:30][cH:31][cH:32][cH:33][cH:34]1>>[Cl:1][c:2]1[cH:3][cH:4][c:5]([CH:8]2[O:9][CH2:10][CH:11]([CH2:13][CH2:14][O:15][c:57]3[c:56]([Cl:62])[cH:55][c:54]([O:53][CH2:52][CH:51]=[C:50]([Cl:49])[Cl:63])[cH:59][c:58]3[Cl:60])[O:12]2)[cH:6][cH:7]1. The reactants are C(C1=CC=CC=C1)N1OC(CC1C1CCC1)=O (2-benzyl-3-cyclobutyl-isoxazolidin-5-one), C(C1=CC=CC=C1)N1OC(CC1C1CCC1)=O (2-benzyl-3-cyclobutylisoxazolidin-5-one), [H][H] (hydrogen). Reagents/catalysts: O[Pd]O (Dihydroxypalladium). Run in C(C)O (ethanol). The product is NC(CC(=O)O)C1CCC1 ((+/−)-3-amino-3-cyclobutylpropanoic acid). As a reaction SMILES: C([N:8]1[CH:12]([CH:13]2[CH2:16][CH2:15][CH2:14]2)[CH2:11][C:10](=[O:17])[O:9]1)C1C=CC=CC=1.[H][H]>C(O)C.O[Pd]O>[NH2:8][CH:12]([CH:13]1[CH2:16][CH2:15][CH2:14]1)[CH2:11][C:10]([OH:17])=[O:9]. Procedure: Dihydroxypalladium (0.252 g, 1.794 mmol) was charged into a flask and flushed with nitrogen. Ethanol (30 mL) was added followed by a solution of 2-benzyl-3-cyclobutyl-isoxazolidin-5-one, 47a, (0.834 g, 3.605 mmol) in approximately 90 mL of ethanol. The reaction mixture was subjected to 50 psi of hydrogen for 4 hours. The pressure was vented and the catalyst was filtered off. All volatiles were removed at reduced pressure. 1H NMR shows the presence of starting material, 47a. The mixture was disso... Starting materials: NC=1N(C=C(N1)CCCCCC#C)C(=O)OC(C)(C)C (tert-butyl 2-amino-4-(hept-6-ynyl)-1H-imidazole-1-carboxylate), N(=[N+]=[N-])CCNC(C1=CC=C(C=C1)CCCCCCC)=O (N-(2-azidoethyl)-4-heptylbenzamide). The product is NC=1N(C=C(N1)CCCCCC=1N=NN(C1)CCNC(C1=CC=C(C=C1)CCCCCCC)=O)C(=O)OC(C)(C)C (tert-butyl 2-amino-4-(5-(1-(2-(4-heptylbenzamido)ethyl)-1H-1,2,3-triazol-4-yl)pentyl)-1H-imidazole-1-carboxylate). RXN SMILES: [NH2:1][C:2]1[N:3]([C:14]([O:16][C:17]([CH3:20])([CH3:19])[CH3:18])=[O:15])[CH:4]=[C:5]([CH2:7][CH2:8][CH2:9][CH2:10][CH2:11][C:12]#[CH:13])[N:6]=1.[N:21]([CH2:24][CH2:25][NH:26][C:27](=[O:41])[C:28]1[CH:33]=[CH:32][C:31]([CH2:34][CH2:35][CH2:36][CH2:37][CH2:38][CH2:39][CH3:40])=[CH:30][CH:29]=1)=[N+:22]=[N-:23]>>[NH2:1][C:2]1[N:3]([C:14]([O:16][C:17]([CH3:20])([CH3:19])[CH3:18])=[O:15])[CH:4]=[C:5]([CH2:7][CH2:8][CH2:9][CH2:10][CH2:11][C:12]2[N:23]=[N:22][N:21]([CH2:24][CH2:25][NH:26][C:27](=[O:41])[C:28]3[CH:33]=[CH:32][C:31]([CH2:34][CH2:35][CH2:36][CH2:37][CH2:38][CH2:39][CH3:40])=[CH:30][CH:29]=3)[CH:13]=2)[N:6]=1. Reported procedure: tert-butyl 2-amino-4-(hept-6-ynyl)-1H-imidazole-1-carboxylate (0.125 g, 0.449 mmol) was reacted with N-(2-azidoethyl)-4-heptylbenzamide (0.129 g, 0.449 mmol) following the general click procedure to give tert-butyl 2-amino-4-(5-(1-(2-(4-heptylbenzamido)ethyl)-1H-1,2,3-triazol-4-yl)pentyl)-1H-imidazole-1-carboxylate 1H NMR (400 MHz, CDCl3) δ 7.78 (s, 1H), δ 7.65 (d, 2H), δ 7.27 (s, 1H), δ 7.09 (d, 2H), δ 6.39 (s, 1H), δ 6.22 (s, 2H), δ 4.47 (s, 2H), δ 3.81 (s, 2H), δ 3.96 (s, 4H), δ 2.20 (s, 2H),... The reactants are [Br-], C1CCOC1, C[Mg+], COc1cn(-c2cc(I)ccc2F)nc(C(=O)N(C)OC)c1=O. The product is COc1cn(-c2cc(I)ccc2F)nc(C(C)=O)c1=O. RXN SMILES: [Br-:24].[CH2:27]1[O:28][CH2:29][CH2:30][CH2:31]1.[CH3:25][Mg+:26].[F:1][c:2]1[c:3](-[n:9]2[n:10][c:11]([C:18](=[O:19])[N:20]([O:21][CH3:22])[CH3:23])[c:12](=[O:17])[c:13]([O:15][CH3:16])[cH:14]2)[cH:4][c:5]([I:8])[cH:6][cH:7]1>>[F:1][c:2]1[c:3](-[n:9]2[n:10][c:11]([C:18](=[O:19])[CH3:25])[c:12](=[O:17])[c:13]([O:15][CH3:16])[cH:14]2)[cH:4][c:5]([I:8])[cH:6][cH:7]1. The reactants are COc1ccc(CN2CC(C)(C)c3ccc([N+](=O)[O-])cc3C2=O)cc1, CC#N, [Ce], O=[N+]([O-])[O-], [NH4+], O. The product is CC1(C)CNC(=O)c2cc([N+](=O)[O-])ccc21. Reaction SMILES: [CH3:1][O:2][c:3]1[cH:4][cH:5][c:6]([CH2:7][N:8]2[C:9](=[O:23])[c:10]3[cH:11][c:12]([N+:20](=[O:21])[O-:22])[cH:13][cH:14][c:15]3[C:16]([CH3:18])([CH3:19])[CH2:17]2)[cH:24][cH:25]1.[CH3:32][C:33]#[N:34].[Ce:31].[N+:26]([O-:27])([O-:28])=[O:29].[NH4+:30].[OH2:35]>>[NH:8]1[C:9](=[O:23])[c:10]2[cH:11][c:12]([N+:20](=[O:21])[O-:22])[cH:13][cH:14][c:15]2[C:16]([CH3:18])([CH3:19])[CH2:17]1. The reactants are CC1(C)CC(c2cc(Br)ccc2N2CCN(C(=O)OC(C)(C)C)CC2)CC(C)(C)C1, O=C([O-])[O-], CCOC(C)=O, CN(C)C=O, CB1OB(C)OB(C)O1, [Cs+], [Cs+], O, c1ccc(P(c2ccccc2)(c2ccccc2)[Pd](P(c2ccccc2)(c2ccccc2)c2ccccc2)(P(c2ccccc2)(c2ccccc2)c2ccccc2)P(c2ccccc2)(c2ccccc2)c2ccccc2)cc1. Yields the product Cc1ccc(N2CCN(C(=O)OC(C)(C)C)CC2)c(C2CC(C)(C)CC(C)(C)C2)c1. As a reaction SMILES: [C:1]([CH3:2])([CH3:3])([CH3:4])[O:5][C:6](=[O:7])[N:8]1[CH2:9][CH2:10][N:11]([c:14]2[c:15]([CH:21]3[CH2:22][C:23]([CH3:29])([CH3:30])[CH2:24][C:25]([CH3:27])([CH3:28])[CH2:26]3)[cH:16][c:17]([Br:20])[cH:18][cH:19]2)[CH2:12][CH2:13]1.[C:31](=[O:32])([O-:33])[O-:34].[CH3:128][CH2:129][O:130][C:131](=[O:132])[CH3:133].[CH3:37][N:38]([CH3:39])[CH:40]=[O:41].[CH3:42][B:43]1[O:44][B:45]([CH3:46])[O:47][B:48]([CH3:49])[O:50]1.[Cs+:35].[Cs+:36].[OH2:134].[cH:51]1[cH:52][cH:53][c:54]([P:55]([Pd:56]([P:57]([c:58]2[cH:59][cH:60][cH:61][cH:62][cH:63]2)([c:64]2[cH:65][cH:66][cH:67][cH:68][cH:69]2)[c:70]2[cH:71][cH:72][cH:73][cH:74][cH:75]2)([P:76]([c:77]2[cH:78][cH:79][cH:80][cH:81][cH:82]2)([c:83]2[cH:84][cH:85][cH:86][cH:87][cH:88]2)[c:89]2[cH:90][cH:91][cH:92][cH:93][cH:94]2)[P:95]([c:96]2[cH:97][cH:98][cH:99][cH:100][cH:101]2)([c:102]2[cH:103][cH:104][cH:105][cH:106][cH:107]2)[c:108]2[cH:109][cH:110][cH:111][cH:112][cH:113]2)([c:114]2[cH:115][cH:116][cH:117][cH:118][cH:119]2)[c:120]2[cH:121][cH:122][cH:123][cH:124][cH:125]2)[cH:126][cH:127]1>>[C:1]([CH3:2])([CH3:3])([CH3:4])[O:5][C:6](=[O:7])[N:8]1[CH2:9][CH2:10][N:11]([c:14]2[c:15]([CH:21]3[CH2:22][C:23]([CH3:29])([CH3:30])[CH2:24][C:25]([CH3:27])([CH3:28])[CH2:26]3)[cH:16][c:17]([CH3:31])[cH:18][cH:19]2)[CH2:12][CH2:13]1.